Task: describe an organic reaction: reactants, conditions, products, and yield. Dataset: the Open Reaction Database (ORD), a public repository of structured organic reaction records Reactants: CCc1ccccc1B(O)O, CC(C)O, [Na+], [Na+], O=C([O-])[O-], Cc1ccccc1, CC(C)(C)OC(=O)C(Cc1ccc(Br)nc1)NC(=O)OCC1c2ccccc2-c2ccccc21. Yields the product CCc1ccccc1-c1ccc(CC(NC(=O)OCC2c3ccccc3-c3ccccc32)C(=O)OC(C)(C)C)cn1. RXN SMILES: [CH2:35]([CH3:36])[c:37]1[c:38]([B:43]([OH:44])[OH:45])[cH:39][cH:40][cH:41][cH:42]1.[CH:59]([OH:60])([CH3:61])[CH3:62].[Na+:46].[Na+:47].[O-:48][C:49](=[O:50])[O-:51].[c:52]1([CH3:53])[cH:54][cH:55][cH:56][cH:57][cH:58]1.[cH:1]1[cH:2][cH:3][cH:4][c:5]2[c:13]1[CH:12]([CH2:14][O:15][C:16](=[O:17])[NH:18][CH:19]([C:20](=[O:21])[O:22][C:23]([CH3:24])([CH3:25])[CH3:26])[CH2:27][c:28]1[cH:29][n:30][c:31]([Br:34])[cH:32][cH:33]1)[c:11]1[c:6]-2[cH:7][cH:8][cH:9][cH:10]1>>[cH:1]1[cH:2][cH:3][cH:4][c:5]2[c:13]1[CH:12]([CH2:14][O:15][C:16](=[O:17])[NH:18][CH:19]([C:20](=[O:21])[O:22][C:23]([CH3:24])([CH3:25])[CH3:26])[CH2:27][c:28]1[cH:29][n:30][c:31](-[c:38]3[c:37]([CH2:35][CH3:36])[cH:42][cH:41][cH:40][cH:39]3)[cH:32][cH:33]1)[c:11]1[c:6]-2[cH:7][cH:8][cH:9][cH:10]1.